From a dataset of the Open Reaction Database (ORD), a public repository of structured organic reaction records. describe an organic reaction: reactants, conditions, products, and yield The product is Cc1cc(Cn2nc(C(F)(F)F)cc2C(F)(F)F)ccc1N. As a reaction SMILES: [CH3:1][c:2]1[cH:3][c:4]([CH2:5][n:6]2[n:7][c:8]([C:15]([F:16])([F:17])[F:18])[cH:9][c:10]2[C:11]([F:12])([F:13])[F:14])[cH:19][cH:20][c:21]1[N+:22]([O-:23])=[O:24].[CH3:26][C:27](=[O:28])[O-:29].[CH3:30][C:31](=[O:32])[CH3:33].[Cl-:34].[Cl-:35].[Cl-:36].[NH4+:25].[OH2:38].[Ti+3:37]>>[CH3:1][c:2]1[cH:3][c:4]([CH2:5][n:6]2[n:7][c:8]([C:15]([F:16])([F:17])[F:18])[cH:9][c:10]2[C:11]([F:12])([F:13])[F:14])[cH:19][cH:20][c:21]1[NH2:22]. Starting materials: Cc1cc(Cn2nc(C(F)(F)F)cc2C(F)(F)F)ccc1[N+](=O)[O-], CC(=O)[O-], CC(C)=O, [Cl-], [Cl-], [Cl-], [NH4+], O, [Ti+3]. Reactants: C(C)OC(COC1=CC(=C(C=C1)Cl)Cl)OCC (3,4-dichlorophenoxyacetaldehyde diethyl acetal), C([O-])([O-])=O.[K+].[K+] (potassium carbonate), ice water, O=P(Cl)(Cl)Cl (POCl3), CN(C=O)C (Dimethylformamide). The product is ClC=1C=C(OC(C=O)=CN(C)C)C=CC1Cl (2-(3,4-dichlorophenoxy)-3-dimethylamino-propenal). RXN SMILES: O=P(Cl)(Cl)Cl.C([O:8][CH:9](OCC)[CH2:10][O:11][C:12]1[CH:17]=[CH:16][C:15]([Cl:18])=[C:14]([Cl:19])[CH:13]=1)C.C(=O)([O-])[O-].[K+].[K+].[CH3:29][N:30]([CH3:33])[CH:31]=O>>[Cl:19][C:14]1[CH:13]=[C:12]([CH:17]=[CH:16][C:15]=1[Cl:18])[O:11][C:10](=[CH:29][N:30]([CH3:33])[CH3:31])[CH:9]=[O:8] |f:2.3.4|. Procedure: Dimethylformamide (29.2 g) was slowly added to 122.7 g of POCl3 in a reaction flask. After the addition was complete, the mixture was heated to 80° C. while 3,4-dichlorophenoxyacetaldehyde diethyl acetal (55.8 g) was added, and the resulting mixture was then heated for an additional two hours at about 80°-85° C. The reaction mixture was cooled to room temperature and poured into about 400 g of potassium carbonate in an ice-water mixture and then extracted with methylene chloride. The methylene c... The reactants are BrC1C(C2=C(C(=C(C=C2CC1)OC)Cl)Cl)=O (2-Bromo-7,8-dichloro-6-methoxy-1-tetralone), C1=CC=CC=C1 (benzene), C(CC)=O (propionaldehyde), ice water. Reagents/catalysts: [Zn] (zinc). Solvent: CS(=O)C (dimethyl sulfoxide). Reaction conditions: time 48 hour. Product: ClC1=C(C=C2CCC(C(C2=C1Cl)=O)=CCC)OC (7,8-dichloro-6-methoxy-2-propylidene-1-tetralone). As a reaction SMILES: Br[CH:2]1[CH2:11][CH2:10][C:9]2[C:4](=[C:5]([Cl:15])[C:6]([Cl:14])=[C:7]([O:12][CH3:13])[CH:8]=2)[C:3]1=[O:16].[CH:17]1[CH:22]=CC=C[CH:18]=1.C(=O)CC>[Zn].CS(C)=O>[Cl:14][C:6]1[C:5]([Cl:15])=[C:4]2[C:9]([CH2:10][CH2:11][C:2](=[CH:18][CH2:17][CH3:22])[C:3]2=[O:16])=[CH:8][C:7]=1[O:12][CH3:13]. Procedure details: 2-Bromo-7,8-dichloro-6-methoxy-1-tetralone (0.01 mole), benzene (50 ml), dimethyl sulfoxide (5 ml), propionaldehyde (3 ml, 0.04 mole) and zinc dust (6.5 g, 0.1 mole) were stirred under nitrogen. After 48 hours, the reaction mixture was poured into ice water, washed with brine, dried over MgSO4 and filtered, treated with 300 mg of para-toluene sulfonic acid, then refluxed for 15 minutes. The reaction mixture was cooled, filtered, evaporated and chromatographed on 140 g SiO2 (ethyl acetatehexane 3... Reactants: CC(C)O, O=C(O)C(c1ccccc1Cl)N1CCc2sccc2C1, NC(CO)C(O)c1ccc([N+](=O)[O-])cc1, O. The product is O=C(O)C(c1ccccc1Cl)N1CCc2sccc2C1, NC(CO)C(O)c1ccccc1. Reaction SMILES: [CH:37]([OH:38])([CH3:39])[CH3:40].[Cl:2][c:3]1[c:4]([CH:9]([C:10](=[O:11])[OH:12])[N:13]2[CH2:14][c:15]3[c:16]([s:19][cH:20][cH:21]3)[CH2:17][CH2:18]2)[cH:5][cH:6][cH:7][cH:8]1.[NH2:22][CH:23]([CH:24]([OH:25])[c:26]1[cH:27][cH:28][c:29]([N+:32]([O-:33])=[O:34])[cH:30][cH:31]1)[CH2:35][OH:36].[OH2:1]>>[Cl:2][c:3]1[c:4]([CH:9]([C:10](=[O:11])[OH:12])[N:13]2[CH2:14][c:15]3[c:16]([s:19][cH:20][cH:21]3)[CH2:17][CH2:18]2)[cH:5][cH:6][cH:7][cH:8]1.[NH2:22][CH:23]([CH:24]([OH:25])[c:26]1[cH:27][cH:28][cH:29][cH:30][cH:31]1)[CH2:35][OH:36]. The reactants are CC1(C(C(CC1)(C)C)CBr)C (2,2,5,5-Tetramethyl-1-cyclopentylmethyl bromide), [Mg] (magnesium), Grignard reagent, CCOCC (ether), alkyl bromide, [Mg] (magnesium), C(=O)(OC(C)(C)C)NC1(CC1)C=O (N-Boc-1-amino-1-cyclopropanecarboxaldehyde). Reaction conditions: time 8 hour. The product is C(=O)(OC(C)(C)C)NC1(CC1)C(=C)C1C(CCC1(C)C)(C)C (N-Boc-1-amino-1-(2,2,5,5-tetramethyl-1-cyclopentyl)ethenylcyclopropane). Reaction SMILES: [CH3:1][C:2]1([CH3:11])[CH2:6][CH2:5][C:4]([CH3:8])([CH3:7])[CH:3]1[CH2:9]Br.[Mg].[C:13]([NH:20][C:21]1(C=O)[CH2:23][CH2:22]1)([O:15][C:16]([CH3:19])([CH3:18])[CH3:17])=[O:14].[CH3:26]COCC>>[C:13]([NH:20][C:21]1([C:9]([CH:3]2[C:2]([CH3:11])([CH3:1])[CH2:6][CH2:5][C:4]2([CH3:8])[CH3:7])=[CH2:26])[CH2:23][CH2:22]1)([O:15][C:16]([CH3:19])([CH3:18])[CH3:17])=[O:14]. Procedure: A solution of 2,2,5,5-Tetramethyl-1-cyclopentylmethyl bromide in ether is added slowly to magnesium turnings until the Grignard reagent begins to form. The remainder of the alkyl bromide is then added and the mixture is stirred until all the magnesium dissolves. At 0° C. a solution of N-Boc-1-amino-1-cyclopropanecarboxaldehyde is then added and the mixture is stirred overnight. The reaction is quenched with 1M HCl, extracted with ether and the extracts are evaporated. The residue is dissolved in... Reactants: C(CC)N(C1CC2=CC(=C(C=C2C1)C(=O)[O-])C(=O)[O-])CCC (2-(dipropylamino)-2,3-dihydro-1H-indene-5,6-dicarboxylate), NCC1=CC=C(C=C1)S(=O)(=O)N (p-aminomethylbenzenesulfonamide). Yields the product C(CC)N(C1CC=2C(=CC=3C(N(C(C3C2)=O)CC2=CC=C(C=C2)S(=O)(=O)N)=O)C1)CCC (4-[[6-(Dipropylamino)-3,5,6,7-tetrahydro-1,3-dioxocyclopent[f]isoindol-2(1H)-yl]methyl]benzenesulfonamide). As a reaction SMILES: [CH2:1]([N:4]([CH2:20][CH2:21][CH3:22])[CH:5]1[CH2:13][C:12]2[C:7](=[CH:8][C:9]([C:17]([O-])=[O:18])=[C:10]([C:14]([O-])=[O:15])[CH:11]=2)[CH2:6]1)[CH2:2][CH3:3].[NH2:23][CH2:24][C:25]1[CH:30]=[CH:29][C:28]([S:31]([NH2:34])(=[O:33])=[O:32])=[CH:27][CH:26]=1>>[CH2:20]([N:4]([CH2:1][CH2:2][CH3:3])[CH:5]1[CH2:13][C:12]2=[CH:11][C:10]3[C:14](=[O:15])[N:23]([CH2:24][C:25]4[CH:26]=[CH:27][C:28]([S:31]([NH2:34])(=[O:32])=[O:33])=[CH:29][CH:30]=4)[C:17](=[O:18])[C:9]=3[CH:8]=[C:7]2[CH2:6]1)[CH2:21][CH3:22]. Procedure details: Using procedure 49, 2-(dipropylamino)-2,3-dihydro-1H-indene-5,6-dicarboxylate (92, 0.35 g, 1.0 mmol) was treated with p-aminomethylbenzenesulfonamide (0.31 g, 1.4 mmol). Purification using silica gel, eluting with 4:1 CH2Cl2 /acetone, afforded a solid that recrystallized from CH2Cl2 /Et2O/hexane to give 109 as a white solid (m.p. 190-194° C.).